From a dataset of the Open Reaction Database (ORD), a public repository of structured organic reaction records. describe an organic reaction: reactants, conditions, products, and yield Starting materials: C(C)OC(C1=CC=C(C=C1)C1=CC=2C(N(C=NC2Cl)CC2=CC=C(C=C2)OC)=N1)=O (4-[4-chloro-1-(4-methoxy-benzyl)-1H-pyrrolo[2,3-d]pyrimidin-6-yl]-benzoic acid ethyl ester), FC1=C2C=C(NC2=CC=C1O)C (4-fluoro-5-hydroxy-2-methyl-1H-indole), 2.44, C(=O)([O-])[O-].[K+].[K+] (K2CO3). Run in CN(C)C=O (DMF). Reaction conditions: temperature 95 celsius. Product: C(C)OC(C1=CC=C(C=C1)C1=CC=2C(N(C=NC2OC=2C(=C3C=C(NC3=CC2)C)F)CC2=CC=C(C=C2)OC)=N1)=O (4-[4-(4-Fluoro-2-methyl-1H-indol-5-yloxy)-1-(4-methoxy-benzyl)-1H-pyrrolo[2,3-d]pyrimidin-6-yl]-benzoic acid ethyl ester). Reaction SMILES: [CH2:1]([O:3][C:4](=[O:30])[C:5]1[CH:10]=[CH:9][C:8]([C:11]2[N:29]=[C:14]3[N:15]([CH2:20][C:21]4[CH:26]=[CH:25][C:24]([O:27][CH3:28])=[CH:23][CH:22]=4)[CH:16]=[N:17][C:18](Cl)=[C:13]3[CH:12]=2)=[CH:7][CH:6]=1)[CH3:2].[F:31][C:32]1[C:40]([OH:41])=[CH:39][CH:38]=[C:37]2[C:33]=1[CH:34]=[C:35]([CH3:42])[NH:36]2.C([O-])([O-])=O.[K+].[K+]>CN(C=O)C>[CH2:1]([O:3][C:4](=[O:30])[C:5]1[CH:10]=[CH:9][C:8]([C:11]2[N:29]=[C:14]3[N:15]([CH2:20][C:21]4[CH:26]=[CH:25][C:24]([O:27][CH3:28])=[CH:23][CH:22]=4)[CH:16]=[N:17][C:18]([O:41][C:40]4[C:32]([F:31])=[C:33]5[C:37](=[CH:38][CH:39]=4)[NH:36][C:35]([CH3:42])=[CH:34]5)=[C:13]3[CH:12]=2)=[CH:7][CH:6]=1)[CH3:2] |f:2.3.4|. Procedure: A mixture of 3.96 g (9.4 mMol) of 4-[4-chloro-1-(4-methoxy-benzyl)-1H-pyrrolo[2,3-d]pyrimidin-6-yl]-benzoic acid ethyl ester, 2.14 g (13 mMol) of 4-fluoro-5-hydroxy-2-methyl-1H-indole (preparation see WO 00/47212; Ex. 237) and 2.44 (17.7 mMol) of K2CO3 in 90 ml of DMF is heated for 9 h at 95° C. The reaction mixture is concentrated in vacuuo, the residue dissolved in EtOAc and water, the aqueous layer separated off and extracted twice with EtOAc. The organic layers are washed with water and brin... The reactants are CCCCO, O=[N+]([O-])c1cc(F)c(F)cc1Nc1cc(C2CC2)[nH]n1, CCN(C(C)C)C(C)C, CC(N)c1ccc(F)cc1. Yields the product CC(Nc1cc(Nc2cc(C3CC3)[nH]n2)c([N+](=O)[O-])cc1F)c1ccc(F)cc1. RXN SMILES: [CH2:40]([OH:41])[CH2:42][CH2:43][CH3:44].[CH:1]1([c:4]2[cH:5][c:6]([NH:9][c:10]3[c:11]([N+:18](=[O:19])[O-:20])[cH:12][c:13]([F:17])[c:14]([F:16])[cH:15]3)[n:7][nH:8]2)[CH2:2][CH2:3]1.[CH:31]([N:32]([CH2:33][CH3:34])[CH:35]([CH3:36])[CH3:37])([CH3:38])[CH3:39].[F:21][c:22]1[cH:23][cH:24][c:25]([CH:28]([CH3:29])[NH2:30])[cH:26][cH:27]1>>[CH:1]1([c:4]2[cH:5][c:6]([NH:9][c:10]3[c:11]([N+:18](=[O:19])[O-:20])[cH:12][c:13]([F:17])[c:14]([NH:30][CH:28]([c:25]4[cH:24][cH:23][c:22]([F:21])[cH:27][cH:26]4)[CH3:29])[cH:15]3)[n:7][nH:8]2)[CH2:2][CH2:3]1. Reactants: CC(=O)Br, CCCCC(NC(=O)C(C)NC(=O)C(NC(=O)c1ccccc1)C(C)C)C(=O)O, O=C(O)c1ccccc1O. The product is CC(=O)OC(=O)c1ccccc1O, CCCCC(NC(=O)C(C)NC(=O)C(NC(=O)c1ccccc1)C(C)C)C(=O)O. Reaction SMILES: [Br:1][C:2](=[O:3])[CH3:4].[C:5]([c:6]1[cH:7][cH:8][cH:9][cH:10][cH:11]1)(=[O:12])[NH:13][CH:14]([CH:15]([CH3:16])[CH3:17])[C:18](=[O:19])[NH:20][CH:21]([CH3:22])[C:23](=[O:24])[NH:25][CH:26]([CH2:27][CH2:28][CH2:29][CH3:30])[C:31](=[O:32])[OH:33].[OH:34][C:35](=[O:36])[c:37]1[cH:38][cH:39][cH:40][cH:41][c:42]1[OH:43]>>[C:2](=[O:3])([CH3:4])[O:36][C:35](=[O:34])[c:37]1[cH:38][cH:39][cH:40][cH:41][c:42]1[OH:43].[C:5]([c:6]1[cH:7][cH:8][cH:9][cH:10][cH:11]1)(=[O:12])[NH:13][CH:14]([CH:15]([CH3:16])[CH3:17])[C:18](=[O:19])[NH:20][CH:21]([CH3:22])[C:23](=[O:24])[NH:25][CH:26]([CH2:27][CH2:28][CH2:29][CH3:30])[C:31](=[O:32])[OH:33].